This data is from the Open Reaction Database (ORD), a public repository of structured organic reaction records. The task is: describe an organic reaction: reactants, conditions, products, and yield The product is C(\C=C/C(=O)O)(=O)O.ClC1=C(C(=O)OCCN2C=NC=C2)C=CC(=C1)Cl (2-(1H-imidazol-1-yl)-ethyl 2,4-dichlorobenzoate (Z)-2-butenedioate). Reactants: ClC1=C(C(=O)Cl)C=CC(=C1)Cl (2,4-dichlorobenzoyl chloride), N1(C=NC=C1)CCO (1H-imidazole -1-ethanol), N1C=NC=C1 (imidazole), C1(OCCO1)=O (ethylene carbonate). As a reaction SMILES: [Cl:1][C:2]1[CH:10]=[C:9]([Cl:11])[CH:8]=[CH:7][C:3]=1[C:4](Cl)=[O:5].[N:12]1([CH2:17][CH2:18][OH:19])[CH:16]=[CH:15][N:14]=[CH:13]1.N1C=CN=C1.[C:25]1(=[O:30])[O:29]CCO1>C(#N)C.C(N(CC)CC)C>[C:25]([OH:29])(=[O:30])/[CH:7]=[CH:3]\[C:4]([OH:19])=[O:5].[Cl:1][C:2]1[CH:10]=[C:9]([Cl:11])[CH:8]=[CH:7][C:3]=1[C:4]([O:19][CH2:18][CH2:17][N:12]1[CH:16]=[CH:15][N:14]=[CH:13]1)=[O:5] |f:6.7|. Solvent: C(C)#N (acetonitrile), C(C)N(CC)CC (triethylamine). Reaction conditions: time 1.5 hour. Reported procedure: 11 g (0.05 mol) of 2,4-dichlorobenzoyl chloride were added dropwise to a mixture of 5.5 g (0.05 mol) of 1H-imidazole -1-ethanol [prepared from imidazole and ethylene carbonate by the process of British patent No. 939,681], 20 ml of triethylamine and 150 ml of acetonitrile. The reaction mixture was kept at about 80° C. for another 1.5 hours and then the solvent was evaporated. The residue was dissolved in a mixture of ethyl acetate and diethyl ether and was then extracted with water and subsequen... The reactants are CSC1=NN=C2N1C1=C(C(OC2)C2=C(C=CC=C2)Cl)C=C(C=C1)Cl (1-methylthio-6-(2-chlorophenyl)-8-chloro-4H,6H-(1,2,4)triazolo[4,3-a][4,1]benzoxazepine), C[O-].[Na+] (sodium methoxide). The solvent is CO (methanol). Reaction conditions: time 4 hour. Yields the product O1CCN(CC1)C1=NN=C2N1C1=C(C(OC2)C2=CC=CC=C2)C=C(C=C1)Cl (1-morpholino-6-phenyl-8-chloro-4H,6H-(1,2,4)triazolo[4,3-a][4,1]benzoxazepine). The yield is 130.0%. As a reaction SMILES: CS[C:3]1[N:7]2[C:8]3[CH:23]=[CH:22][C:21]([Cl:24])=[CH:20][C:9]=3[CH:10]([C:13]3[CH:18]=[CH:17][CH:16]=[CH:15][C:14]=3Cl)[O:11][CH2:12][C:6]2=[N:5][N:4]=1.[CH3:25][O-:26].[Na+]>CO>[O:26]1[CH2:12][CH2:6][N:7]([C:3]2[N:7]3[C:8]4[CH:23]=[CH:22][C:21]([Cl:24])=[CH:20][C:9]=4[CH:10]([C:13]4[CH:18]=[CH:17][CH:16]=[CH:15][CH:14]=4)[O:11][CH2:12][C:6]3=[N:5][N:4]=2)[CH2:3][CH2:25]1 |f:1.2|. Procedure: To a suspension of Compound 15 (0.76 g) prepared in Example 8-(1) in methanol (20 ml) is added sodium methoxide (0.119 g), and the mixture is stirred for 4 hours, allowed to stand overnight, and concentrated. The residue is extracted with chloroform and the extract is washed with water, dried, and concentrated. The residue is washed with ethyl acetate to give Compound 19 (0.5 g) in 66.5% yield. Reactants: ClC=1C=CC=2N(N1)C(=CN2)C(C)C=2C(=C1C=CC=NC1=CC2F)F ((rac)-6-[1-(6-chloro-imidazo[1,2-b]pyridazin-3-yl)-ethyl]-5,7-difluoro-quinoline), OC(=O)C(F)(F)F.C1(CCCC1)N1C(CNCC1)=O (1-cyclopentylpiperazin-2-one TFA salt), ClC=1C=CC=2N(N1)C(=CN2)C(C)C=2C(=C1C=CC=NC1=CC2F)F ((rac)-6-[1-(6-chloro-imidazo[1,2-b]pyridazin-3-yl)-ethyl]-5,7-difluoro-quinoline), [F-].[K+] (KF). Run in CN1CCCC1=O (NMP). Reaction conditions: temperature 180 celsius, time 5 hour. Yields the product FC1=C2C=CC=NC2=CC(=C1C(C)C1=CN=C2N1N=C(C=C2)N2CC(N(CC2)C2CCCC2)=O)F ((rac)-4-{3-[1-(5,7-Difluoro-quinolin-6-yl)-ethyl]-imidazo[1,2-b]pyridazin-6-yl}-1-cyclopentylpiperazin-2-one). As a reaction SMILES: Cl[C:2]1[CH:3]=[CH:4][C:5]2[N:6]([C:8]([CH:11]([C:13]3[C:14]([F:24])=[C:15]4[C:20](=[CH:21][C:22]=3[F:23])[N:19]=[CH:18][CH:17]=[CH:16]4)[CH3:12])=[CH:9][N:10]=2)[N:7]=1.[F-].[K+].OC(C(F)(F)F)=O.[CH:34]1([N:39]2[CH2:44][CH2:43][NH:42][CH2:41][C:40]2=[O:45])[CH2:38][CH2:37][CH2:36][CH2:35]1>CN1C(=O)CCC1>[F:24][C:14]1[C:13]([CH:11]([C:8]2[N:6]3[N:7]=[C:2]([N:42]4[CH2:43][CH2:44][N:39]([CH:34]5[CH2:38][CH2:37][CH2:36][CH2:35]5)[C:40](=[O:45])[CH2:41]4)[CH:3]=[CH:4][C:5]3=[N:10][CH:9]=2)[CH3:12])=[C:22]([F:23])[CH:21]=[C:20]2[C:15]=1[CH:16]=[CH:17][CH:18]=[N:19]2 |f:1.2,3.4|. Procedure details: (rac)-6-[1-(6-Chloro-imidazo[1,2-b]pyridazin-3-yl)-ethyl]-5,7-difluoro-quinoline (Intermediate C, 50 mg, 0.145 mmol), KF (84 mg, 1.450 mmol), 1-cyclopentylpiperazin-2-one TFA salt (129 mg, 0.435 mmol) were suspended in NMP (483 μL). The RM was stirred at 180° C. for 5 h. The mixture was purified by preparative UPLC with acetonitrile and water (+0.1% TFA) The fractions were collected and acetonitrile was removed. It was taken up with MeOH and passed through an SPE cartridge of PL-HCO3 MP from pol... The reactants are NCCBr, Br, CC(C)(C)OC(=O)N1CCC(CCc2cccc(C(=O)O)c2)CC1, CCN=C=NCCCN(C)C, Cl, [Na+], CN(C)C=O, On1nnc2ccccc21, O=C([O-])O. Product: CC(C)(C)OC(=O)N1CCC(CCc2cccc(C(=O)NCCBr)c2)CC1. As a reaction SMILES: [Br:48][CH2:49][CH2:50][NH2:51].[BrH:47].[C:1]([CH3:2])([CH3:3])([CH3:4])[O:5][C:6](=[O:7])[N:8]1[CH2:9][CH2:10][CH:11]([CH2:14][CH2:15][c:16]2[cH:17][c:18]([C:19](=[O:20])[OH:21])[cH:22][cH:23][cH:24]2)[CH2:12][CH2:13]1.[CH3:26][N:27]([CH3:28])[CH2:29][CH2:30][CH2:31][N:32]=[C:33]=[N:34][CH2:35][CH3:36].[ClH:25].[Na+:52].[O:57]=[CH:58][N:59]([CH3:60])[CH3:61].[OH:37][n:38]1[c:39]2[cH:40][cH:41][cH:42][cH:43][c:44]2[n:45][n:46]1.[OH:53][C:54](=[O:55])[O-:56]>>[C:1]([CH3:2])([CH3:3])([CH3:4])[O:5][C:6](=[O:7])[N:8]1[CH2:9][CH2:10][CH:11]([CH2:14][CH2:15][c:16]2[cH:17][c:18]([C:19](=[O:20])[NH:51][CH2:50][CH2:49][Br:48])[cH:22][cH:23][cH:24]2)[CH2:12][CH2:13]1. Starting materials: CCOC(=O)C(C)(Cc1ccc(OCCN2CCCCC2)cc1)S(=O)(=O)c1ccc(Br)cc1, CCO, [Na+], [OH-]. Yields the product CC(Cc1ccc(OCCN2CCCCC2)cc1)(C(=O)O)S(=O)(=O)c1ccc(Br)cc1. As a reaction SMILES: [CH2:1]([CH3:2])[O:3][C:4]([C:5]([CH2:6][c:7]1[cH:8][cH:9][c:10]([O:13][CH2:14][CH2:15][N:16]2[CH2:17][CH2:18][CH2:19][CH2:20][CH2:21]2)[cH:11][cH:12]1)([CH3:22])[S:23](=[O:24])(=[O:25])[c:26]1[cH:27][cH:28][c:29]([Br:32])[cH:30][cH:31]1)=[O:33].[CH3:36][CH2:37][OH:38].[Na+:35].[OH-:34]>>[O:3]=[C:4]([C:5]([CH2:6][c:7]1[cH:8][cH:9][c:10]([O:13][CH2:14][CH2:15][N:16]2[CH2:17][CH2:18][CH2:19][CH2:20][CH2:21]2)[cH:11][cH:12]1)([CH3:22])[S:23](=[O:24])(=[O:25])[c:26]1[cH:27][cH:28][c:29]([Br:32])[cH:30][cH:31]1)[OH:33]. Procedure details: In a similar manner to Step 1 of Reference Example 18, 5-(4-hydroxymethylpiperidinomethyl)-1-(tert-butoxycarbonyl)indole (2.85 g, 8.27 mmol) was dissolved in DMF (50 mL), and the solution was treated with imidazole (619 mg, 9.09 mmol and tert-butyldimethylsilyl chloride (1.37 g, 9.09 mmol), followed by purification by flash column chromatography (hexane/ethyl acetate=95/5 to 80/20) to obtain 5-[4-(tert-butyldimethylsilyloxy)methylpiperidinomethyl]-1-(tert-butoxycarbonyl)indole (2.90 g, yield 76%... The solvent is CN(C)C=O (DMF). Yield: 76.4%. The product is [Si](C)(C)(C(C)(C)C)OCC1CCN(CC1)CC=1C=C2C=CN(C2=CC1)C(=O)OC(C)(C)C (5-[4-(tert-butyldimethylsilyloxy)methylpiperidinomethyl]-1-(tert-butoxycarbonyl)indole). Reaction SMILES: [OH:1][CH2:2][CH:3]1[CH2:8][CH2:7][N:6]([CH2:9][C:10]2[CH:11]=[C:12]3[C:16](=[CH:17][CH:18]=2)[N:15]([C:19]([O:21][C:22]([CH3:25])([CH3:24])[CH3:23])=[O:20])[CH:14]=[CH:13]3)[CH2:5][CH2:4]1.N1C=CN=C1.[Si:31](Cl)([C:34]([CH3:37])([CH3:36])[CH3:35])([CH3:33])[CH3:32]>CN(C=O)C>[Si:31]([O:1][CH2:2][CH:3]1[CH2:8][CH2:7][N:6]([CH2:9][C:10]2[CH:11]=[C:12]3[C:16](=[CH:17][CH:18]=2)[N:15]([C:19]([O:21][C:22]([CH3:25])([CH3:24])[CH3:23])=[O:20])[CH:14]=[CH:13]3)[CH2:5][CH2:4]1)([C:34]([CH3:37])([CH3:36])[CH3:35])([CH3:33])[CH3:32]. Reactants: N1C=NC=C1 (imidazole), [Si](C)(C)(C(C)(C)C)Cl (tert-butyldimethylsilyl chloride), OCC1CCN(CC1)CC=1C=C2C=CN(C2=CC1)C(=O)OC(C)(C)C (5-(4-hydroxymethylpiperidinomethyl)-1-(tert-butoxycarbonyl)indole). Starting materials: O=C([O-])[O-], ClCCl, [Cs+], [Cs+], OB(O)c1ccc(C(F)(F)F)nc1, O=S(=O)(Oc1cccc2[nH]c3ccccc3c12)C(F)(F)F, C1COCCO1, O. Yields the product FC(F)(F)c1ccc(-c2cccc3[nH]c4ccccc4c23)cn1. RXN SMILES: [C:14](=[O:15])([O-:16])[O-:17].[Cl:20][CH2:21][Cl:22].[Cs+:18].[Cs+:19].[F:1][C:2]([c:3]1[n:4][cH:5][c:6]([B:9]([OH:10])[OH:11])[cH:7][cH:8]1)([F:12])[F:13].[F:23][C:24]([F:25])([F:26])[S:27]([O:28][c:29]1[cH:30][cH:31][cH:32][c:33]2[nH:34][c:35]3[cH:36][cH:37][cH:38][cH:39][c:40]3[c:41]12)(=[O:42])=[O:43].[O:44]1[CH2:45][CH2:46][O:47][CH2:48][CH2:49]1.[OH2:50]>>[F:1][C:2]([c:3]1[n:4][cH:5][c:6](-[c:29]2[cH:30][cH:31][cH:32][c:33]3[nH:34][c:35]4[cH:36][cH:37][cH:38][cH:39][c:40]4[c:41]23)[cH:7][cH:8]1)([F:12])[F:13]. The solvent is O (water). The product is C(CC1=CC=CC=C1)NCC1=CC=C(C=C1)S(=O)C1=CC=C(C(=O)N)C=C1 (4-[4-(Phenethylamino-methyl)-benzenesulfinyl]-benzamide). Isolated yield 34.3%. Reported procedure: Sodium periodate (43 mg) was added to a solution of 4-[4-(phenethylamino-methyl)-phenylsulfanyl]-benzamide (73 mg, 0.2 mmol), water (10 mL), and methane sulfonic acid (39 mg, 0.4 mmol) while stirring at room temperature. After 1 and 2 hours, and an additional equivalent of sodium periodate (43 mg) and continue to stir at room temperature. Pour the reaction into saturated aqueous sodium bicarbonate solution then extract with ethyl acetate (3×50 mL). The combined ethyl acetate extracts were dried ... The reactants are I(=O)(=O)(=O)[O-].[Na+] (sodium periodate), C([O-])(O)=O.[Na+] (sodium bicarbonate), I(=O)(=O)(=O)[O-].[Na+] (Sodium periodate), C(CC1=CC=CC=C1)NCC1=CC=C(C=C1)SC1=CC=C(C(=O)N)C=C1 (4-[4-(phenethylamino-methyl)-phenylsulfanyl]-benzamide), CS(=O)(=O)O (methane sulfonic acid). As a reaction SMILES: I([O-])(=O)(=O)=O.[Na+].[CH2:7]([NH:15][CH2:16][C:17]1[CH:22]=[CH:21][C:20]([S:23][C:24]2[CH:32]=[CH:31][C:27]([C:28]([NH2:30])=[O:29])=[CH:26][CH:25]=2)=[CH:19][CH:18]=1)[CH2:8][C:9]1[CH:14]=[CH:13][CH:12]=[CH:11][CH:10]=1.CS(O)(=O)=[O:35].C(=O)(O)[O-].[Na+]>O>[CH2:7]([NH:15][CH2:16][C:17]1[CH:22]=[CH:21][C:20]([S:23]([C:24]2[CH:25]=[CH:26][C:27]([C:28]([NH2:30])=[O:29])=[CH:31][CH:32]=2)=[O:35])=[CH:19][CH:18]=1)[CH2:8][C:9]1[CH:10]=[CH:11][CH:12]=[CH:13][CH:14]=1 |f:0.1,4.5|. Procedure: Following a procedure analogous to the procedure described in Intermediate 14 using 3-[5-(2-chloro-4-pyrimidinyl)-2-(4-morpholinyl)-1,3-thiazol-4-yl]-2,4-difluoroaniline (900 mg, 2.196 mmol) and 2,6-difluorobenzenesulfonyl chloride (0.357 mL, 2.64 mmol) the title compound of Step A was obtained as a light yellow solid (857 mg, 66% yield). 1H NMR (400 MHz, DMSO-d6) δ ppm 10.89 (s, 1H), 8.40 (d, J=5.5 Hz, 1H), 7.64-7.72 (m, 1H), 7.49-7.56 (m, 1H), 7.21-7.32 (m, 3H), 6.55 (d, J=5.3 Hz, 1H), 3.70-3.... RXN SMILES: [Cl:1][C:2]1[N:7]=[C:6]([C:8]2[S:12][C:11]([N:13]3[CH2:18][CH2:17][O:16][CH2:15][CH2:14]3)=[N:10][C:9]=2[C:19]2[C:20]([F:27])=[C:21]([CH:23]=[CH:24][C:25]=2[F:26])[NH2:22])[CH:5]=[CH:4][N:3]=1.[F:28][C:29]1[CH:34]=[CH:33][CH:32]=[C:31]([F:35])[C:30]=1[S:36](Cl)(=[O:38])=[O:37]>>[Cl:1][C:2]1[N:7]=[C:6]([C:8]2[S:12][C:11]([N:13]3[CH2:14][CH2:15][O:16][CH2:17][CH2:18]3)=[N:10][C:9]=2[C:19]2[C:20]([F:27])=[C:21]([NH:22][S:36]([C:30]3[C:31]([F:35])=[CH:32][CH:33]=[CH:34][C:29]=3[F:28])(=[O:38])=[O:37])[CH:23]=[CH:24][C:25]=2[F:26])[CH:5]=[CH:4][N:3]=1. Starting materials: Intermediate 14, ClC1=NC=CC(=N1)C1=C(N=C(S1)N1CCOCC1)C=1C(=C(N)C=CC1F)F (3-[5-(2-chloro-4-pyrimidinyl)-2-(4-morpholinyl)-1,3-thiazol-4-yl]-2,4-difluoroaniline), FC1=C(C(=CC=C1)F)S(=O)(=O)Cl (2,6-difluorobenzenesulfonyl chloride). Yields the product ClC1=NC=CC(=N1)C1=C(N=C(S1)N1CCOCC1)C=1C(=C(C=CC1F)NS(=O)(=O)C1=C(C=CC=C1F)F)F (N-{3-[5-(2-Chloro-4-pyrimidinyl)-2-(4-morpholinyl)-1,3-thiazol-4-yl]-2,4-difluorophenyl}-2,6-difluorobenzenesulfonamide). Reactants: CC(=O)OCC1OC(Br)C(OC(C)=O)C(OC(C)=O)C1OC(C)=O, CC(=CCN1C(=O)c2ccccc2C1=O)CO, Cc1ccccc1. Yields the product CC(=O)OCC1OC(OCC(C)=CCN2C(=O)c3ccccc3C2=O)C(OC(C)=O)C(OC(C)=O)C1OC(C)=O. As a reaction SMILES: [C:18]([CH3:19])(=[O:20])[O:21][CH:22]1[CH:23]([Br:41])[O:24][CH:25]([CH2:36][O:37][C:38]([CH3:39])=[O:40])[CH:26]([O:32][C:33]([CH3:34])=[O:35])[CH:27]1[O:28][C:29]([CH3:30])=[O:31].[CH3:1][C:2]([CH2:3][OH:4])=[CH:5][CH2:6][N:7]1[C:8](=[O:17])[c:9]2[c:10]([cH:13][cH:14][cH:15][cH:16]2)[C:11]1=[O:12].[CH3:42][c:43]1[cH:44][cH:45][cH:46][cH:47][cH:48]1>>[CH3:1][C:2]([CH2:3][O:4][CH:23]1[CH:22]([O:21][C:18]([CH3:19])=[O:20])[CH:27]([O:28][C:29]([CH3:30])=[O:31])[CH:26]([O:32][C:33]([CH3:34])=[O:35])[CH:25]([CH2:36][O:37][C:38]([CH3:39])=[O:40])[O:24]1)=[CH:5][CH2:6][N:7]1[C:8](=[O:17])[c:9]2[c:10]([cH:13][cH:14][cH:15][cH:16]2)[C:11]1=[O:12].